This data is from the Open Reaction Database (ORD), a public repository of structured organic reaction records. The task is: describe an organic reaction: reactants, conditions, products, and yield As a reaction SMILES: [C:1](=[O:2])([c:4]1[c:5]([CH2:14][C:15](=[O:3])[OH:17])[cH:6][c:7]([O:12][CH3:13])[c:8]([O:10][CH3:11])[cH:9]1)[OH:16].[CH3:29][CH2:30][CH2:31][CH2:32][CH2:33][CH3:34].[Cl:21][c:22]1[c:23]([Cl:24])[cH:25][cH:26][cH:27][cH:28]1.[NH4+:18].[NH4+:20].[OH-:19]>>[C:1]1(=[O:2])[c:4]2[c:5]([cH:6][c:7]([O:12][CH3:13])[c:8]([O:10][CH3:11])[cH:9]2)[CH2:14][C:15](=[O:17])[NH:18]1. Reactants: COc1cc(CC(=O)O)c(C(=O)O)cc1OC, CCCCCC, Clc1ccccc1Cl, [NH4+], [NH4+], [OH-]. Product: COc1cc2c(cc1OC)C(=O)NC(=O)C2.